From a dataset of the Open Reaction Database (ORD), a public repository of structured organic reaction records. describe an organic reaction: reactants, conditions, products, and yield Starting materials: CCOC(=O)Cc1ccccc1OCc1ccc(OCc2nc(-c3ccccc3)oc2C)cc1, CCO, Cl, [Na+], C1CCOC1, [OH-], O. Yields the product Cc1oc(-c2ccccc2)nc1COc1ccc(COc2ccccc2CC(=O)O)cc1. RXN SMILES: [CH3:1][c:2]1[c:3]([CH2:13][O:14][c:15]2[cH:16][cH:17][c:18]([CH2:19][O:20][c:21]3[c:22]([CH2:27][C:28](=[O:29])[O:30][CH2:31][CH3:32])[cH:23][cH:24][cH:25][cH:26]3)[cH:33][cH:34]2)[n:4][c:5](-[c:7]2[cH:8][cH:9][cH:10][cH:11][cH:12]2)[o:6]1.[CH3:44][CH2:45][OH:46].[ClH:42].[Na+:41].[O:35]1[CH2:36][CH2:37][CH2:38][CH2:39]1.[OH-:40].[OH2:43]>>[CH3:1][c:2]1[c:3]([CH2:13][O:14][c:15]2[cH:16][cH:17][c:18]([CH2:19][O:20][c:21]3[c:22]([CH2:27][C:28](=[O:29])[OH:30])[cH:23][cH:24][cH:25][cH:26]3)[cH:33][cH:34]2)[n:4][c:5](-[c:7]2[cH:8][cH:9][cH:10][cH:11][cH:12]2)[o:6]1. Starting materials: FC1(CCC(CC1)C(=O)OCC)F (ethyl 4,4-difluorocyclohexanecarboxylate), O=O (oxygen), OS(=O)[O-].[Na+] (NaHSO3), C(CCC)[Li] (butyllithium), C(C)(C)NC(C)C (diisopropylamine). Run in C1CCOC1 (THF), CCOCC (ether), C1CCOC1 (THF). Conditions: temperature -78 celsius. Product: FC1(CCC(CC1)(C(=O)OCC)O)F (ethyl 4,4-difluoro-1-hydroxycyclohexanecarboxylate). As a reaction SMILES: C([Li])CCC.C(NC(C)C)(C)C.[F:13][C:14]1([F:25])[CH2:19][CH2:18][CH:17]([C:20]([O:22][CH2:23][CH3:24])=[O:21])[CH2:16][CH2:15]1.O=O.[OH:28]S([O-])=O.[Na+]>C1COCC1.CCOCC>[F:13][C:14]1([F:25])[CH2:15][CH2:16][C:17]([OH:28])([C:20]([O:22][CH2:23][CH3:24])=[O:21])[CH2:18][CH2:19]1 |f:4.5|. Procedure: A solution of butyllithium (1.600 mL, 4.00 mmol) was added to cold (−78° C.) solution of diisopropylamine (0.565 mL, 4.00 mmol) in THF (5 mL) under nitrogen and the mixture was stirred at −78° C. 1 h. A solution of ethyl 4,4-difluorocyclohexanecarboxylate (384 mg, 2 mmol) in THF (2 mL) was added at −78° C. and the mixture was stirred for 1 h. The mixture was gradually warmed to −20° C. over 2 h and then recooled to −78° C. and connected to a balloon of oxygen and stirred at −78° C. for 1 h. The ... Reactants: O (water), ice, COC1=CC2=CC=CC=C2C=C1 (2-methoxynaphthalene), C(CCCCCCCCC)(=O)Cl (decanoyl chloride), ice, [Cl-].[Al+3].[Cl-].[Cl-] (aluminum chloride). Run in [N+](=O)([O-])C (nitromethane). Run at time 5 hour. Product: C(CCCCCCCCC)(=O)C1=CC2=CC=C(C=C2C=C1)OC (2-decanoyl-6-methoxynaphthalene). Isolated yield 79.6%. Reaction SMILES: [CH3:1][O:2][C:3]1[CH:12]=[CH:11][C:10]2[C:5](=[CH:6][CH:7]=[CH:8][CH:9]=2)[CH:4]=1.[Cl-].[Al+3].[Cl-].[Cl-].[C:17](Cl)(=[O:27])[CH2:18][CH2:19][CH2:20][CH2:21][CH2:22][CH2:23][CH2:24][CH2:25][CH3:26].O>[N+](C)([O-])=O>[C:17]([C:8]1[CH:7]=[CH:6][C:5]2[C:10](=[CH:11][CH:12]=[C:3]([O:2][CH3:1])[CH:4]=2)[CH:9]=1)(=[O:27])[CH2:18][CH2:19][CH2:20][CH2:21][CH2:22][CH2:23][CH2:24][CH2:25][CH3:26] |f:1.2.3.4|. Reported procedure: Under a nitrogen atmosphere, 2-methoxynaphthalene (64 g, 0.41 mol) easily available from a reagent manufacturer was dissolved in nitromethane (150 ml) dried with a molecular sieve 3A. Under an ice bath, aluminum chloride (80 g, 0.60 mol) was added. Subsequently, decanoyl chloride (92 ml, 0.45 mol) was dropped into the solution under the ice bath. The solution was stirred under room temperature for 5 hours, and water (100 ml) was dropped into the solution under the ice bath. The reaction solution... Reaction conditions: temperature 80 celsius. Procedure: A mixture of 2-[4-(bromomethyl)-3-methoxyphenyl]-1,3-benzoxazole (190 mg, 0.58 mmol), 3-pyridylboronic acid (70 mg, 0.58 mmol), Pd(Ph3P)4 (70 mg, 0.06 mmol), K2CO3 (200 mg, 1.5 mmol), DME (6 mL) and H2O (3 mL) was degassed with bubbling Ar for 15 min. The mixture was heated at 80° C. for 1 h. The reaction was poured into H2O (40 mL) and extracted with CH2Cl2 (2×30 mL). The organic extracts were dried (MgSO4) and concentrated to afford a colorless solid. Purification of the solid by flash chromat... Reagents/catalysts: C=1C=CC(=CC1)[P](C=2C=CC=CC2)(C=3C=CC=CC3)[Pd]([P](C=4C=CC=CC4)(C=5C=CC=CC5)C=6C=CC=CC6)([P](C=7C=CC=CC7)(C=8C=CC=CC8)C=9C=CC=CC9)[P](C=1C=CC=CC1)(C=1C=CC=CC1)C=1C=CC=CC1 (Pd(Ph3P)4). Run in O (H2O). Starting materials: BrCC1=C(C=C(C=C1)C=1OC2=C(N1)C=CC=C2)OC (2-[4-(bromomethyl)-3-methoxyphenyl]-1,3-benzoxazole), N1=CC(=CC=C1)B(O)O (3-pyridylboronic acid), C(=O)([O-])[O-].[K+].[K+] (K2CO3), COCCOC (DME). As a reaction SMILES: Br[CH2:2][C:3]1[CH:8]=[CH:7][C:6]([C:9]2[O:10][C:11]3[CH:17]=[CH:16][CH:15]=[CH:14][C:12]=3[N:13]=2)=[CH:5][C:4]=1[O:18][CH3:19].[N:20]1[CH:25]=[CH:24][CH:23]=[C:22](B(O)O)[CH:21]=1.C([O-])([O-])=O.[K+].[K+].COCCOC>C1C=CC([P]([Pd]([P](C2C=CC=CC=2)(C2C=CC=CC=2)C2C=CC=CC=2)([P](C2C=CC=CC=2)(C2C=CC=CC=2)C2C=CC=CC=2)[P](C2C=CC=CC=2)(C2C=CC=CC=2)C2C=CC=CC=2)(C2C=CC=CC=2)C2C=CC=CC=2)=CC=1.O>[CH3:19][O:18][C:4]1[CH:5]=[C:6]([C:9]2[O:10][C:11]3[CH:17]=[CH:16][CH:15]=[CH:14][C:12]=3[N:13]=2)[CH:7]=[CH:8][C:3]=1[CH2:2][C:22]1[CH:21]=[N:20][CH:25]=[CH:24][CH:23]=1 |f:2.3.4,^1:44,46,65,84|. The product is COC=1C=C(C=CC1CC=1C=NC=CC1)C=1OC2=C(N1)C=CC=C2 (2-[3-methoxy-4-(pyridin-3-ylmethyl)phenyl]-1,3-benzoxazole). The product is CC(C)CCN1CCCCC1c1cc(-c2ccc(C(F)(F)F)cc2)cc(C(CC(C)C)C(=O)O)c1. The reactants are CCOC(=O)C(CC(C)C)c1cc(-c2ccc(C(F)(F)F)cc2)cc(C2CCCCN2CCC(C)C)c1, CCO, [K+], [OH-]. As a reaction SMILES: [CH2:1]([CH3:2])[O:3][C:4]([CH:5]([CH2:6][CH:7]([CH3:8])[CH3:9])[c:10]1[cH:11][c:12](-[c:27]2[cH:28][cH:29][c:30]([C:33]([F:34])([F:35])[F:36])[cH:31][cH:32]2)[cH:13][c:14]([CH:16]2[N:17]([CH2:22][CH2:23][CH:24]([CH3:25])[CH3:26])[CH2:18][CH2:19][CH2:20][CH2:21]2)[cH:15]1)=[O:37].[CH3:40][CH2:41][OH:42].[K+:39].[OH-:38]>>[O:3]=[C:4]([CH:5]([CH2:6][CH:7]([CH3:8])[CH3:9])[c:10]1[cH:11][c:12](-[c:27]2[cH:28][cH:29][c:30]([C:33]([F:34])([F:35])[F:36])[cH:31][cH:32]2)[cH:13][c:14]([CH:16]2[N:17]([CH2:22][CH2:23][CH:24]([CH3:25])[CH3:26])[CH2:18][CH2:19][CH2:20][CH2:21]2)[cH:15]1)[OH:37]. Reactants: ClC1=CC2=C(N3C=NC(=C3CN(C2=O)CC2=C(C=C(C=C2)OC)OC)C(=N)NO)C=C1 (8-Chloro-5-(2,4-dimethoxy-benzyl)-N-hydroxy-6-oxo-5,6-dihydro-4H-2,5,10b-triaza-benzo[e]azulene-3-carboxamidine), [O-2].[Mg+2] (magnesiumoxide), C1(CC1)C(=O)Cl (cyclopropanecarbonyl chloride). Solvent: O1CCOCC1 (dioxane). The product is ClC1=CC2=C(N3C=NC(=C3CN(C2=O)CC2=C(C=C(C=C2)OC)OC)C2=NOC(=N2)C2CC2)C=C1 (8-Chloro-3-(5-cyclopropyl-[1,2,4]oxadiazol-3-yl)-5-(2,4-dimethoxy-benzyl)-4,5-dihydro-2,5,10b-triaza-benzo[e]azulen-6-one). The yield is 37.8%. RXN SMILES: [Cl:1][C:2]1[CH:31]=[CH:30][C:5]2[N:6]3[C:10]([CH2:11][N:12]([CH2:15][C:16]4[CH:21]=[CH:20][C:19]([O:22][CH3:23])=[CH:18][C:17]=4[O:24][CH3:25])[C:13](=[O:14])[C:4]=2[CH:3]=1)=[C:9]([C:26]([NH:28][OH:29])=[NH:27])[N:8]=[CH:7]3.[O-2].[Mg+2].[CH:34]1([C:37](Cl)=O)[CH2:36][CH2:35]1>O1CCOCC1>[Cl:1][C:2]1[CH:31]=[CH:30][C:5]2[N:6]3[C:10]([CH2:11][N:12]([CH2:15][C:16]4[CH:21]=[CH:20][C:19]([O:22][CH3:23])=[CH:18][C:17]=4[O:24][CH3:25])[C:13](=[O:14])[C:4]=2[CH:3]=1)=[C:9]([C:26]1[N:27]=[C:37]([CH:34]2[CH2:36][CH2:35]2)[O:29][N:28]=1)[N:8]=[CH:7]3 |f:1.2|. Procedure: 8-Chloro-5-(2,4-dimethoxy-benzyl)-N-hydroxy-6-oxo-5,6-dihydro-4H-2,5,10b-triaza-benzo[e]azulene-3-carboxamidine (1.9 g, 4.3 mmol), magnesiumoxide (0.156 g, 3.9 mmol), and cyclopropanecarbonyl chloride (0.5 mL, 5.3 mmol) were refluxed in dioxane overnight. Dioxane was evaporated and the residue dissolved in DMF (20 mL) and refluxed for 1 h. DMF was evaporated and the residue extracted with CH2Cl2 and water. The product crystallized upon concentration of the organic layer and dilution with ethyl a... The reactants are [H-].[Na+] (sodium hydride), ICCSC (1-iodo-2-(methylthio)ethane), [H-].[Na+] (sodium hydride), [H-].[Na+] (sodium hydride), ICCSC (1-iodo-2-(methylthio)ethane), [H-].[Na+] (Sodium hydride), FC1=C(C=CC=C1F)[C@@H]1CC[C@H](C(NC1)=O)NC(OC(C)(C)C)=O (tert-butyl (3R,6S)-6-(2,3-difluorophenyl)-2-oxoazepan-3-ylcarbamate), ICCSC (1-iodo-2-(methylthio)ethane). The solvent is CN(C=O)C (N,N-dimethylformamide). Run at temperature -30 celsius, time 3 hour. The product is FC1=C(C=CC=C1F)[C@@H]1CC[C@H](C(N(C1)CCSC)=O)NC(OC(C)(C)C)=O (tert-butyl (3R,6S)-6-(2,3-difluorophenyl)-1-[2-(methylthio)ethyl]-2-oxoazepan-3-ylcarbamate). The yield is 37.2%. RXN SMILES: [H-].[Na+].[F:3][C:4]1[C:9]([F:10])=[CH:8][CH:7]=[CH:6][C:5]=1[C@H:11]1[CH2:17][NH:16][C:15](=[O:18])[C@H:14]([NH:19][C:20](=[O:26])[O:21][C:22]([CH3:25])([CH3:24])[CH3:23])[CH2:13][CH2:12]1.I[CH2:28][CH2:29][S:30][CH3:31]>CN(C)C=O>[F:3][C:4]1[C:9]([F:10])=[CH:8][CH:7]=[CH:6][C:5]=1[C@H:11]1[CH2:17][N:16]([CH2:28][CH2:29][S:30][CH3:31])[C:15](=[O:18])[C@H:14]([NH:19][C:20](=[O:26])[O:21][C:22]([CH3:23])([CH3:25])[CH3:24])[CH2:13][CH2:12]1 |f:0.1|. Procedure details: Sodium hydride (60% dispersion in mineral oil; 40 mg, 0.600 mmol) was added to a solution of tert-butyl (3R,6S)-6-(2,3-difluorophenyl)-2-oxoazepan-3-ylcarbamate (170 mg, 0.500 mmol) in N,N-dimethylformamide (4 mL) at 0° C. After 5 min the mixture was cooled to −30° C. and 1-iodo-2-(methylthio)ethane [prepared according to known procedures: J. Org. Chem., 1987, 52, 2299-2301 (158 mg, 0.782 mmol)] was added. Additional sodium hydride (33 mg, 0.50 mmol) was added and after 4 h excess sodium hydride...